Task: describe an organic reaction: reactants, conditions, products, and yield. Dataset: the Open Reaction Database (ORD), a public repository of structured organic reaction records Starting materials: ( a ), OC1CCN(CC1)CCCOC1=C(C=CC=C1)[N+](=O)[O-] (4-hydroxy-1-[3-(2-nitrophenoxy)propyl]piperidine), FC1=CC=C(C=C1)C(C1=CC=C(C=C1)F)Cl (di(4-fluorophenyl)methyl chloride), OC1CCN(CC1)CCCOC1=C(C=CC=C1)[N+](=O)[O-] (4-hydroxy-1-[3-(2-nitrophenoxy)propyl]piperidine). Yields the product FC1=CC=C(C=C1)C(OC1CCN(CC1)CCCOC1=C(C=CC=C1)[N+](=O)[O-])C1=CC=C(C=C1)F (4-di(4-fluorophenyl)methoxy-1-[3-(2-nitrophenoxy)propyl]piperidine). Reaction SMILES: [F:1][C:2]1[CH:7]=[CH:6][C:5]([CH:8](Cl)[C:9]2[CH:14]=[CH:13][C:12]([F:15])=[CH:11][CH:10]=2)=[CH:4][CH:3]=1.[OH:17][CH:18]1[CH2:23][CH2:22][N:21]([CH2:24][CH2:25][CH2:26][O:27][C:28]2[CH:33]=[CH:32][CH:31]=[CH:30][C:29]=2[N+:34]([O-:36])=[O:35])[CH2:20][CH2:19]1>>[F:1][C:2]1[CH:7]=[CH:6][C:5]([CH:8]([C:9]2[CH:14]=[CH:13][C:12]([F:15])=[CH:11][CH:10]=2)[O:17][CH:18]2[CH2:19][CH2:20][N:21]([CH2:24][CH2:25][CH2:26][O:27][C:28]3[CH:33]=[CH:32][CH:31]=[CH:30][C:29]=3[N+:34]([O-:36])=[O:35])[CH2:22][CH2:23]2)=[CH:4][CH:3]=1. Procedure details: The procedure of Example 1 (a) was repeated except for using di(4-fluorophenyl)methyl chloride and 4-hydroxy-1-[3-(2-nitrophenoxy)propyl]piperidine instead of diphenylmethyl bromide and 4-hydroxy-1-[3-(2-nitrophenoxy)propyl]piperidine to give oily 4-di(4-fluorophenyl)methoxy-1-[3-(2-nitrophenoxy)propyl]piperidine. Starting materials: ClC1=NC=CC2=CC(=C(C=C12)OC)OC (1-Chloro-6,7-dimethoxyisoquinoline), N1(CCNCC1)C=1C=C2CCC(NC2=CC1)=O (6-(1-piperazinyl)-3,4-dihydro-2(1H)-quinolinone). Solvent: C(Cl)(Cl)Cl (chloroform), C(C)(C)(C)OC(=O)NC=1SC(=C(N1)C)C(=O)N1CCN(CC1)C=1C=C2CCC(NC2=CC1)=O (6-[4-(2-tert-Butoxycarbonylamino-4-methylthiazole-5-carbonyl)-1-piperazinyl]-3,4-dihydro-2(1H)-quinolinone). Yields the product COC=1C=C2C=CN=C(C2=CC1OC)N1CCN(CC1)C=1C=C2CCC(NC2=CC1)=O (6-[4-(6,7-dimethoxyisoquinolin-1-yl)-1-piperazinyl]-3,4-dihydro-2(1H)-quinolinone). Yield: 37.3%. RXN SMILES: Cl[C:2]1[C:11]2[C:6](=[CH:7][C:8]([O:14][CH3:15])=[C:9]([O:12][CH3:13])[CH:10]=2)[CH:5]=[CH:4][N:3]=1.[N:16]1([C:22]2[CH:23]=[C:24]3[C:29](=[CH:30][CH:31]=2)[NH:28][C:27](=[O:32])[CH2:26][CH2:25]3)[CH2:21][CH2:20][NH:19][CH2:18][CH2:17]1>C(Cl)(Cl)Cl.C(OC(NC1SC(C(N2CCN(C3C=C4C(=CC=3)NC(=O)CC4)CC2)=O)=C(C)N=1)=O)(C)(C)C>[CH3:15][O:14][C:8]1[CH:7]=[C:6]2[C:11](=[CH:10][C:9]=1[O:12][CH3:13])[C:2]([N:19]1[CH2:20][CH2:21][N:16]([C:22]3[CH:23]=[C:24]4[C:29](=[CH:30][CH:31]=3)[NH:28][C:27](=[O:32])[CH2:26][CH2:25]4)[CH2:17][CH2:18]1)=[N:3][CH:4]=[CH:5]2. Procedure details: 1-Chloro-6,7-dimethoxyisoquinoline (0.63 g) and 6-(1-piperazinyl)-3,4-dihydro-2(1H)-quinolinone (1.30 g) were mixed at 200° C. for 1.5 hours under stirring. The mixture was dissolved in a mixture of chloroform and methanol (10:1 V/V) and subjected to a column chromatography on silica gel (eluent:methanol in chloroform, 0-2% V/V). The fractions containing the object compound were combined and concentrated and the residue was triturated with diisopropyl ether to give 6-[4-(6,7-dimethoxyisoquinolin... Starting materials: P(OCC)(OCC)[O-].[Na+] (Sodium diethyl phosphite), BrCC1(COC(OC1)(C)C)CBr (5,5-di(bromomethyl)-2,2-dimethyl-1,3-dioxane), [Cl-].[NH4+] (ammonium chloride). Solvent: C1CCOC1.CN(C)C=O (THF DMF). Conditions: temperature 68 celsius, time 15 hour. The product is C(C)OP(=O)(OCC)CC1(COC(OC1)(C)C)CP(=O)(OCC)OCC (5,5-di[(diethoxyphosphoryl)methyl]-2,2-dimethyl-1,3-dioxane). Yield: 71.3%. RXN SMILES: [P:1]([O-:8])([O:5][CH2:6][CH3:7])[O:2][CH2:3][CH3:4].[Na+].Br[CH2:11][C:12]1([CH2:20]Br)[CH2:17][O:16][C:15]([CH3:19])([CH3:18])[O:14][CH2:13]1.[Cl-].[NH4+]>C1COCC1.CN(C=O)C>[CH2:3]([O:2][P:1]([CH2:11][C:12]1([CH2:20][P:1]([O:5][CH2:6][CH3:7])([O:2][CH2:3][CH3:4])=[O:8])[CH2:17][O:16][C:15]([CH3:19])([CH3:18])[O:14][CH2:13]1)([O:5][CH2:6][CH3:7])=[O:8])[CH3:4] |f:0.1,3.4,5.6|. Reported procedure: Sodium diethyl phosphite (63.6 g, 400 mmol, 6.0 eq.) was added to a solution of 5,5-di(bromomethyl)-2,2-dimethyl-1,3-dioxane (20.0 g, 66 mmol) in an anhydrous mixture of THF/DMF (9:1, 600 ml). The reaction mixture was stirred for 15 h at 68° C. and subsequently mixed with a saturated aqueous solution of ammonium chloride (20.0 ml) and the volatile constituents were removed in vacuo. The residue was diluted with deionized water (200 ml) and the solution formed was extracted with methylene chlorid... The reactants are C([O-])([O-])=O.[K+].[K+] (potassium carbonate), C(CCC)Br (butyl bromide), N1(CCNCC1)C1=NSC2=NC3=C(N21)C=CC=C3 (3-piperazinyl-1,2,4-thiadiazolo[4,5-a]benzimidazole), C(C)#N (acetonitrile). The solvent is C1CCOC1 (THF), CS(=O)C (DMSO). Product: C(CCC)N1CCN(CC1)C1=NSC2=NC3=C(N21)C=CC=C3 (3-(4-butylpiperazinyl)-1,2,4-thiadiazolo [4,5-a]benzimidazole). As a reaction SMILES: C(=O)([O-])[O-].[K+].[K+].[CH2:7](Br)[CH2:8][CH2:9][CH3:10].[N:12]1([C:18]2[N:25]3[C:21](=[N:22][C:23]4[CH:29]=[CH:28][CH:27]=[CH:26][C:24]=43)[S:20][N:19]=2)[CH2:17][CH2:16][NH:15][CH2:14][CH2:13]1.C(#N)C>C1COCC1.CS(C)=O>[CH2:7]([N:15]1[CH2:14][CH2:13][N:12]([C:18]2[N:25]3[C:21](=[N:22][C:23]4[CH:29]=[CH:28][CH:27]=[CH:26][C:24]=43)[S:20][N:19]=2)[CH2:17][CH2:16]1)[CH2:8][CH2:9][CH3:10] |f:0.1.2|. Procedure: A mixture of potassium carbonate (700 mg, 5.06 mmol), butyl bromide (0.43 mL, 0.4 mmol), 3-piperazinyl-1,2,4-thiadiazolo[4,5-a]benzimidazole (798 mg, 3.07 mmol) in THF (15 mL) and DMSO (2 mL) was refluxed for 16 h. The solution was evaporated to dryness, the residue partitioned between dichloromethane and water. The organic layer was washed five times with water, dried over sodium sulfate and evaporated to give an oil. This oil was mixed with acetonitrile, an insoluble solid was formed which was... The reactants are CC1(C2=CC(=CC=C2C=2C=CC(=CC12)B(O)O)B(O)O)C (9,9-dimethylfluorene-2,7-diboronic acid), C(=O)([O-])[O-].[Na+].[Na+] (Na2CO3), CC1(C2=CC(=CC=C2C=2C=CC(=CC12)B(O)O)B(O)O)C (9,9-dimethylfluorene-2,7-diboronic acid), IC1=CC=2C(C3=CC(=CC=C3C2C=C1)I)(C)C (2,7-diiodo-9,9-dimethyl fluorene), IC1=CC=2C(C3=CC(=CC=C3C2C=C1)I)(C)C (2,7-diiodo-9,9-dimethyl fluorene), Cl (HCl). Reagents/catalysts: C=1C=CC(=CC1)[P](C=2C=CC=CC2)(C=3C=CC=CC3)[Pd]([P](C=4C=CC=CC4)(C=5C=CC=CC5)C=6C=CC=CC6)([P](C=7C=CC=CC7)(C=8C=CC=CC8)C=9C=CC=CC9)[P](C=1C=CC=CC1)(C=1C=CC=CC1)C=1C=CC=CC1 (tetrakis(triphenylphosphine)palladium(0)). Run in CCCCCC.C(C)(=O)OCC (hexane ethyl acetate), C1(=CC=CC=C1)C (toluene), C1CCOC1 (THF), C1CCOC1 (THF). Yields the product C1=CC=CC=2C3=CC=CC=C3CC12 (fluorene). Reaction SMILES: C[C:2]1(C)[C:14]2[CH:13]=[C:12](B(O)O)[CH:11]=[CH:10][C:9]=2[C:8]2[C:3]1=[CH:4][C:5](B(O)O)=[CH:6][CH:7]=2.IC1C=CC2C3C(=CC(I)=CC=3)C(C)(C)C=2C=1.C([O-])([O-])=O.[Na+].[Na+].Cl>C1COCC1.C1C=CC([P]([Pd]([P](C2C=CC=CC=2)(C2C=CC=CC=2)C2C=CC=CC=2)([P](C2C=CC=CC=2)(C2C=CC=CC=2)C2C=CC=CC=2)[P](C2C=CC=CC=2)(C2C=CC=CC=2)C2C=CC=CC=2)(C2C=CC=CC=2)C2C=CC=CC=2)=CC=1.CCCCCC.C(OCC)(=O)C.C1(C)C=CC=CC=1>[CH:4]1[C:3]2[CH2:2][C:14]3[C:9](=[CH:10][CH:11]=[CH:12][CH:13]=3)[C:8]=2[CH:7]=[CH:6][CH:5]=1 |f:2.3.4,8.9,^1:54,56,75,94|. Reported procedure: With 9,9-dimethylfluorene-2,7-diboronic acid and 2,7-diiodo-9,9-dimethyl fluorene, which are synthesized according to synthesis example 1, a Suzuki reaction is carried out. Under a nitrogen atmosphere, tetrakis(triphenylphosphine)palladium(0) (1.0 mmol) is dissolved in THF (50 ml), followed by adding thereto 2,7-diiodo-9,9-dimethyl fluorene (50 mmol), a solution of 2M Na2CO3 (50 ml) and 9,9-dimethylfluorene-2,7-diboronic acid (25 mmol)/THF (100 ml) in this order. Thereafter, after refluxing for ...